Dataset: the Open Reaction Database (ORD), a public repository of structured organic reaction records. Task: describe an organic reaction: reactants, conditions, products, and yield Starting materials: NC=1C(=C(C(=O)O)C=CC1Cl)F (3-amino-4-chloro-2-fluoro-benzoic acid), ClC(=C(C)C)N(C)C ((1-chloro-2-methyl-propenyl)-dimethyl-amine), N (NH3). Yields the product NC=1C(=C(C(=O)N)C=CC1Cl)F (3-Amino-4-chloro-2-fluoro-benzamide). The yield is 69.0%. RXN SMILES: [NH2:1][C:2]1[C:3]([F:12])=[C:4]([CH:8]=[CH:9][C:10]=1[Cl:11])[C:5](O)=[O:6].ClC([N:18](C)C)=C(C)C.N>>[NH2:1][C:2]1[C:3]([F:12])=[C:4]([CH:8]=[CH:9][C:10]=1[Cl:11])[C:5]([NH2:18])=[O:6]. Procedure details: The sub-title compound is prepared from 3-amino-4-chloro-2-fluoro-benzoic acid, (1-chloro-2-methyl-propenyl)-dimethyl-amine and conc. NH3 in analogy to step Ac. The reactants are COC=C(C(=O)OC)c1ccccc1CON1C(=O)c2ccccc2C1=O, CO, CCOCC, NN, O. Product: COC=C(C(=O)OC)c1ccccc1CON. Reaction SMILES: [C:1]1(=[O:2])[N:5]([O:6][CH2:7][c:8]2[c:9]([C:14]([C:15](=[O:16])[O:17][CH3:18])=[CH:19][O:20][CH3:21])[cH:10][cH:11][cH:12][cH:13]2)[C:3](=[O:4])[c:22]2[cH:23][cH:24][cH:25][cH:26][c:27]21.[CH3:31][OH:32].[CH3:33][CH2:34][O:35][CH2:36][CH3:37].[NH2:29][NH2:30].[OH2:28]>>[NH2:5][O:6][CH2:7][c:8]1[c:9]([C:14]([C:15](=[O:16])[O:17][CH3:18])=[CH:19][O:20][CH3:21])[cH:10][cH:11][cH:12][cH:13]1. The reactants are N1=CC(=CC=C1)CCCO (3-pyridinepropanol), BrCCCCCCBr (1,6-dibromohexane), [OH-].[Na+] (sodium hydroxide). Solvent: O (water). Conditions: time 3 hour. Product: BrCCCCCCOCCCC=1C=NC=CC1 (3-[3-[(6-Bromohexyl)oxy]propyl]pyridine). Reaction SMILES: [N:1]1[CH:6]=[CH:5][CH:4]=[C:3]([CH2:7][CH2:8][CH2:9][OH:10])[CH:2]=1.[Br:11][CH2:12][CH2:13][CH2:14][CH2:15][CH2:16][CH2:17]Br.[OH-].[Na+]>O>[Br:11][CH2:12][CH2:13][CH2:14][CH2:15][CH2:16][CH2:17][O:10][CH2:9][CH2:8][CH2:7][C:3]1[CH:2]=[N:1][CH:6]=[CH:5][CH:4]=1 |f:2.3|. Reported procedure: A mixture of 3-pyridinepropanol (10 g), 1,6-dibromohexane (40 ml) 50% (w/v) sodium hydroxide (40 ml) and TAB (1.0 g) was stirred at room temperature for 3 h, water (150 ml) was added and the mixture was extracted with ether (2×200 ml). The organic extracts were washed with water and brine, dried and concentrated to an oil which was purified by FCC eluting with hexane→hexane-ether (1:1), to give the title compound as a yellow oil (11.0 g), t.l.c. (hexane-ether 1:1) Rf 0.16.